This data is from the Open Reaction Database (ORD), a public repository of structured organic reaction records. The task is: describe an organic reaction: reactants, conditions, products, and yield Reactants: ClC1=NC=C(C=2C=CC(=NC12)C)B(O)O (8-chloro-2-methyl-[1,7]naphthyridine-5-boronic acid), BrC1=CN=CN1C (5-bromo-1-methyl-1H-imidazole), NC=1SC=C(N1)C (2-amino-4-methylthiazole). Yields the product CC1=NC2=C(N=CC(=C2C=C1)C=1N(C=NC1)C)NC=1SC=C(N1)C ([2-Methyl-5-(3-methyl-3H-imidazol-4-yl)-[1,7]naphthyridin-8-yl]-(4-methyl-thiazol-2-yl)-amine). Reaction SMILES: Cl[C:2]1[C:11]2[N:10]=[C:9]([CH3:12])[CH:8]=[CH:7][C:6]=2[C:5](B(O)O)=[CH:4][N:3]=1.Br[C:17]1[N:21]([CH3:22])[CH:20]=[N:19][CH:18]=1.[NH2:23][C:24]1[S:25][CH:26]=[C:27]([CH3:29])[N:28]=1>>[CH3:12][C:9]1[CH:8]=[CH:7][C:6]2[C:11](=[C:2]([NH:23][C:24]3[S:25][CH:26]=[C:27]([CH3:29])[N:28]=3)[N:3]=[CH:4][C:5]=2[C:17]2[N:21]([CH3:22])[CH:20]=[N:19][CH:18]=2)[N:10]=1. Procedure details: The title compound, MS: m/e=337.3 (M+H+), was prepared in accordance with the general method of example 15 step 1 and step 3 from 8-chloro-2-methyl-[1,7]naphthyridine-5-boronic acid (Example L), 5-bromo-1-methyl-1H-imidazole and 2-amino-4-methylthiazole. Reactants: CCOC(C)=O, CCN(C(C)C)C(C)C, ClCCl, O=C=NCCCl, Nc1cccc(I)c1. Yields the product O=C1NCCN1c1cccc(I)c1. Reaction SMILES: [CH3:27][CH2:28][O:29][C:30]([CH3:31])=[O:32].[CH:18]([N:19]([CH:20]([CH3:21])[CH3:22])[CH2:23][CH3:24])([CH3:25])[CH3:26].[Cl:15][CH2:16][Cl:17].[Cl:9][CH2:10][CH2:11][N:12]=[C:13]=[O:14].[I:1][c:2]1[cH:3][c:4]([NH2:5])[cH:6][cH:7][cH:8]1>>[I:1][c:2]1[cH:3][c:4]([N:5]2[CH2:10][CH2:11][NH:12][C:13]2=[O:14])[cH:6][cH:7][cH:8]1. The reactants are O=C(O)c1cc(Br)ccc1Br, CC(=O)[O-], Sc1cccc(Cl)c1, [K+], [K+], O=C([O-])[O-], CN(C)C=O, O. Yields the product O=C(O)c1cc(Br)ccc1Sc1cccc(Cl)c1. Reaction SMILES: [Br:19][c:20]1[c:21]([C:22](=[O:23])[OH:24])[cH:25][c:26]([Br:29])[cH:27][cH:28]1.[CH3:9][C:10](=[O:11])[O-:12].[Cl:1][c:2]1[cH:3][c:4]([SH:8])[cH:5][cH:6][cH:7]1.[K+:13].[K+:14].[O-:15][C:16]([O-:17])=[O:18].[O:31]=[CH:32][N:33]([CH3:34])[CH3:35].[OH2:30]>>[Cl:1][c:2]1[cH:3][c:4]([S:8][c:20]2[c:21]([C:22](=[O:23])[OH:24])[cH:25][c:26]([Br:29])[cH:27][cH:28]2)[cH:5][cH:6][cH:7]1. Starting materials: C(C)(C)(C)OCCN (2-tert-butoxyethanamine), NC=1C=C(C(=O)OC)C=CC1F (methyl 3-amino-4-fluorobenzoate). Solvent: C1CCOC1 (THF). Run at temperature 90 celsius. Product: NC=1C=C(C(=O)NCCOC(C)(C)C)C=CC1F (3-Amino-N-(2-tert-butoxyethyl)-4-fluorobenzamide). Reaction SMILES: [C:1]([O:5][CH2:6][CH2:7][NH2:8])([CH3:4])([CH3:3])[CH3:2].[NH2:9][C:10]1[CH:11]=[C:12]([CH:17]=[CH:18][C:19]=1[F:20])[C:13](OC)=[O:14]>C1COCC1>[NH2:9][C:10]1[CH:11]=[C:12]([CH:17]=[CH:18][C:19]=1[F:20])[C:13]([NH:8][CH2:7][CH2:6][O:5][C:1]([CH3:4])([CH3:3])[CH3:2])=[O:14]. Procedure: A mixture comprising 2-tert-butoxyethanamine (1.2 g, 5.12 mmol, 50% w/w) and methyl 3-amino-4-fluorobenzoate (0.866 g, 5.12 mmol) in THF (10 ml) was treated with TBD (0.713 g, 5.12 mmol) and heated at 90° C. for 16 hrs. After cooling to RT, the solvent was removed in vacuo and the residue was partitioned between water and EtOAc. The organic portion was separated and washed with 10% aq citric acid (×2), NaHCO3 (sat. aq), brine, dried (MgSO4) and concentrated in vacuo. Purification of the crude pr...